Dataset: the Open Reaction Database (ORD), a public repository of structured organic reaction records. Task: describe an organic reaction: reactants, conditions, products, and yield The reactants are ClCCCl, C[Si](C)(C)CCOCn1cc(C(=O)O)c2nc(C3CC3)cnc21, Cl, CC(C)(O)C1(N)CCCC1, CN(C)C=O, On1nnc2ccccc21. The product is CC(C)(O)C1(NC(=O)c2cn(COCC[Si](C)(C)C)c3ncc(C4CC4)nc23)CCCC1. RXN SMILES: [CH2:35]([Cl:36])[CH2:37][Cl:38].[CH:1]1([c:4]2[n:5][c:6]3[c:7]([n:8][cH:9]2)[n:10]([CH2:16][O:17][CH2:18][CH2:19][Si:20]([CH3:21])([CH3:22])[CH3:23])[cH:11][c:12]3[C:13](=[O:14])[OH:15])[CH2:2][CH2:3]1.[ClH:24].[NH2:25][C:26]1([C:31]([CH3:32])([CH3:33])[OH:34])[CH2:27][CH2:28][CH2:29][CH2:30]1.[O:49]=[CH:50][N:51]([CH3:52])[CH3:53].[OH:39][n:40]1[c:41]2[c:42]([cH:43][cH:44][cH:45][cH:46]2)[n:47][n:48]1>>[CH:1]1([c:4]2[n:5][c:6]3[c:7]([n:8][cH:9]2)[n:10]([CH2:16][O:17][CH2:18][CH2:19][Si:20]([CH3:21])([CH3:22])[CH3:23])[cH:11][c:12]3[C:13](=[O:14])[NH:25][C:26]2([C:31]([CH3:32])([CH3:33])[OH:34])[CH2:27][CH2:28][CH2:29][CH2:30]2)[CH2:2][CH2:3]1. The reactants are [Si](C)(C)(C(C)(C)C)OCC1=CN=C(S1)C1=CN=C(N=N1)N (6-(5-((tert-butyldimethylsilyloxy)methyl)thiazol-2-yl)-1,2,4-triazin-3-amine), ClC(C)Cl (dichloroethane), N(=O)OC(C)(C)C (t-butyl nitrite). Reagents/catalysts: [Cl-].C(CCC)[N+](CCCC)(CCCC)CCCC (tetrabutylammonium chloride). Conditions: temperature 75 celsius, time 3 hour. Yields the product [Si](C)(C)(C(C)(C)C)OCC1=CN=C(S1)C1=CN=C(N=N1)Cl (5-((tert-Butyldimethylsilyloxy)methyl)-2-(3-chloro-1,2,4-triazin-6-yl)thiazole). Reaction SMILES: [Si:1]([O:8][CH2:9][C:10]1[S:14][C:13]([C:15]2[N:20]=[N:19][C:18](N)=[N:17][CH:16]=2)=[N:12][CH:11]=1)([C:4]([CH3:7])([CH3:6])[CH3:5])([CH3:3])[CH3:2].[Cl:22]C(Cl)C.N(OC(C)(C)C)=O>[Cl-].C([N+](CCCC)(CCCC)CCCC)CCC>[Si:1]([O:8][CH2:9][C:10]1[S:14][C:13]([C:15]2[N:20]=[N:19][C:18]([Cl:22])=[N:17][CH:16]=2)=[N:12][CH:11]=1)([C:4]([CH3:7])([CH3:6])[CH3:5])([CH3:3])[CH3:2] |f:3.4|. Procedure: To a vial was added 6-(5-((tert-butyldimethylsilyloxy)methyl)thiazol-2-yl)-1,2,4-triazin-3-amine (2.5 g, 10.7 mmol), tetrabutylammonium chloride (6.3 g, 27.7 mmol) and dichloroethane (25 mL). The mixture was heated to 75° C., followed by the addition of t-butyl nitrite (3.3 mL, 27.7 mmol). The reaction was stirred at 75° C. for 3 h, followed by cooling to rt, quenching with brine (200 mL). The reaction was extracted four times with CH2Cl2. The combined organic layers were dried over Na2SO4, conc... Reactants: COc1cc2ncnc(Cl)c2cc1O, OCCCN1CCOCC1. Product: COc1cc2ncnc(Cl)c2cc1OCCCN1CCOCC1. As a reaction SMILES: [Cl:1][c:2]1[n:3][cH:4][n:5][c:6]2[cH:7][c:8]([O:13][CH3:14])[c:9]([OH:12])[cH:10][c:11]12.[O:15]1[CH2:16][CH2:17][N:18]([CH2:21][CH2:22][CH2:23][OH:24])[CH2:19][CH2:20]1>>[Cl:1][c:2]1[n:3][cH:4][n:5][c:6]2[cH:7][c:8]([O:13][CH3:14])[c:9]([O:12][CH2:23][CH2:22][CH2:21][N:18]3[CH2:17][CH2:16][O:15][CH2:20][CH2:19]3)[cH:10][c:11]12. The reactants are SC=1C=C(C=CC1OC)CC(C)=O (3-mercapto-4-methoxyphenylacetone), C([O-])([O-])=O.[K+].[K+] (potassium carbonate), CI (methyl iodide), C(C)C(=O)C (methyl ethyl ketone). Run in C(C)(=O)OCC (ethyl acetate). Product: CSC=1C=C(C=CC1OC)CC(C)=O (3-methylthio-4-methoxyphenylacetone). Isolated yield 84.0%. Reaction SMILES: [SH:1][C:2]1[CH:3]=[C:4]([CH2:10][C:11](=[O:13])[CH3:12])[CH:5]=[CH:6][C:7]=1[O:8][CH3:9].[C:14](=O)([O-])[O-].[K+].[K+].CI.C(C(C)=O)C>C(OCC)(=O)C>[CH3:14][S:1][C:2]1[CH:3]=[C:4]([CH2:10][C:11](=[O:13])[CH3:12])[CH:5]=[CH:6][C:7]=1[O:8][CH3:9] |f:1.2.3|. Procedure: A mixture of 10 g of 3-mercapto-4-methoxyphenylacetone, 9 g of anhydrous potassium carbonate, 42 g of methyl iodide, and 50 ml of methyl ethyl ketone was stirred under refluxing for 20 hours, and after cooling, the reaction mixture was filtered. The filtrate obtained was, then, evaporated to dryness. The residue formed was dissolved in ethyl acetate and after washing the solution obtained with water, ethyl acetate was distilled off and the crude crystals obtained were recrystallized from a mixtu... Starting materials: CC1=CC=C(C=C1)S(=O)(=O)Cl (4-Methylbenzenesulfonyl chloride), OCC(C(C)C)NC(OC(C)(C)C)=O (1,1-dimethylethyl [1-(hydroxymethyl)-2-methylpropyl]carbamoate), O (H2O). Solvent: N1=CC=CC=C1 (pyridine). Run at temperature 10 celsius, time 2 hour. Product: CC1=CC=C(C=C1)S(=O)(=O)OCC(C(C)C)NC(OC(C)(C)C)=O ((±)-1,1-dimethylethyl [1-[[[(4-methylphenyl)-sulfonyl]oxy]methyl]-2-methylpropyl]carbamate). The yield is 67.9%. RXN SMILES: [CH3:1][C:2]1[CH:7]=[CH:6][C:5]([S:8](Cl)(=[O:10])=[O:9])=[CH:4][CH:3]=1.[OH:12][CH2:13][CH:14]([NH:18][C:19](=[O:25])[O:20][C:21]([CH3:24])([CH3:23])[CH3:22])[CH:15]([CH3:17])[CH3:16].O>N1C=CC=CC=1>[CH3:1][C:2]1[CH:7]=[CH:6][C:5]([S:8]([O:12][CH2:13][CH:14]([NH:18][C:19](=[O:25])[O:20][C:21]([CH3:23])([CH3:22])[CH3:24])[CH:15]([CH3:17])[CH3:16])(=[O:10])=[O:9])=[CH:4][CH:3]=1. Reported procedure: 4-Methylbenzenesulfonyl chloride (0.2222 mol) was added portionwise at 10° C. to a mixture of 1,1-dimethylethyl [1-(hydroxymethyl)-2-methylpropyl]carbamoate (0.202 mol) in pyridine (65 ml). The mixture was stirred at 10° C. for 2 hours. H2O (75 ml) was added at 10° C. The precipitate was filtered off, washed with H2O and taken up in CH2Cl2. The organic solution was washed with H2O, dried, filtered and the solvent was evaporated, yielding 49 g of (±)-1,1-dimethylethyl [1-[[[(4-methylphenyl)-sulfo... Reactants: ClC=1C=C(C(NC1)=O)O (5-chloro-3-hydroxypyridin-2(1H)-one), BrN1C(CCC1=O)=O (N-bromosuccinimide). Solvent: C(C)(=O)O (acetic acid). Run at time 5 hour. Yields the product BrC1=C(C=C(C(N1)=O)O)Cl (6-bromo-5-chloro-3-hydroxypyridin-2(1H)-one). The yield is 5.2%. Reaction SMILES: [Cl:1][C:2]1[CH:3]=[C:4]([OH:9])[C:5](=[O:8])[NH:6][CH:7]=1.[Br:10]N1C(=O)CCC1=O>C(O)(=O)C>[Br:10][C:7]1[NH:6][C:5](=[O:8])[C:4]([OH:9])=[CH:3][C:2]=1[Cl:1]. Reported procedure: To 5-chloro-3-hydroxypyridin-2(1H)-one (500 mg) was added acetic acid (20 ml), and N-bromosuccinimide (734 mg) was added at room temperature. The reaction mixture was stirred at room temperature for 5 hr. The obtained solid was collected by filtration and washed with ethyl acetate. The obtained residue was purified by reversed-phase column chromatography (methanol-0.1% aqueous formic acid solution) and solidified by dimethylformamide to give 6-bromo-5-chloro-3-hydroxypyridin-2(1H)-one (40 mg). Reactants: [Li]CCCC, CN=C=S, CCCCCC, CCO, CCOC(C)=O, CN(C)P(=O)(N(C)C)N(C)C, CC(C)NC(C)C, C1CCOC1, O, c1ccc(C2CCCS2)cc1. Product: CNC(=S)C1(c2ccccc2)CCCS1. As a reaction SMILES: [CH2:1]([Li:2])[CH2:3][CH2:4][CH3:5].[CH3:24][N:25]=[C:26]=[S:27].[CH3:28][CH2:29][CH2:30][CH2:31][CH2:32][CH3:33].[CH3:34][CH2:35][OH:36].[CH3:37][CH2:38][O:39][C:40](=[O:41])[CH3:42].[CH3:49][N:50]([CH3:51])[P:52](=[O:53])([N:54]([CH3:55])[CH3:56])[N:57]([CH3:58])[CH3:59].[CH:6]([NH:7][CH:8]([CH3:9])[CH3:10])([CH3:11])[CH3:12].[O:44]1[CH2:45][CH2:46][CH2:47][CH2:48]1.[OH2:43].[c:13]1([CH:19]2[S:20][CH2:21][CH2:22][CH2:23]2)[cH:14][cH:15][cH:16][cH:17][cH:18]1>>[c:13]1([C:19]2([C:26]([NH:25][CH3:24])=[S:27])[S:20][CH2:21][CH2:22][CH2:23]2)[cH:14][cH:15][cH:16][cH:17][cH:18]1.